From a dataset of the Open Reaction Database (ORD), a public repository of structured organic reaction records. describe an organic reaction: reactants, conditions, products, and yield Reactants: [BH4-], CC(C)(C)OC(=O)NCCCCN, CO, CC=O, [K+], [K+], [Na+], O=C([O-])[O-], O. The product is CCNCCCCNC(=O)OC(C)(C)C. RXN SMILES: [BH4-:23].[C:1]([CH3:2])([CH3:3])([CH3:4])[O:5][C:6]([NH:7][CH2:8][CH2:9][CH2:10][CH2:11][NH2:12])=[O:13].[CH3:25][OH:26].[CH:14]([CH3:15])=[O:16].[K+:17].[K+:18].[Na+:24].[O-:19][C:20]([O-:21])=[O:22].[OH2:27]>>[C:1]([CH3:2])([CH3:3])([CH3:4])[O:5][C:6]([NH:7][CH2:8][CH2:9][CH2:10][CH2:11][NH:12][CH2:14][CH3:15])=[O:13]. Reactants: CC(C)(C)[Si](C)(C)Oc1cccc2ccc(-c3nnc4ccc(Br)cn34)nc12, Cc1ccccc1, OB(O)C1CC1, [K+], [K+], [K+], CC(=O)[O-], CC(=O)[O-], O, O=P([O-])([O-])[O-], [Pd+2]. The product is CC(C)(C)[Si](C)(C)Oc1cccc2ccc(-c3nnc4ccc(C5CC5)cn34)nc12. As a reaction SMILES: [Br:1][c:2]1[cH:3][cH:4][c:5]2[n:6]([cH:7]1)[c:8](-[c:11]1[n:12][c:13]3[c:14]([O:21][Si:22]([CH3:23])([CH3:24])[C:25]([CH3:26])([CH3:27])[CH3:28])[cH:15][cH:16][cH:17][c:18]3[cH:19][cH:20]1)[n:9][n:10]2.[CH3:44][c:45]1[cH:46][cH:47][cH:48][cH:49][cH:50]1.[CH:29]1([B:32]([OH:33])[OH:34])[CH2:30][CH2:31]1.[K+:40].[K+:41].[K+:42].[O-:52][C:53]([CH3:54])=[O:55].[O-:56][C:57]([CH3:58])=[O:59].[OH2:43].[P:35]([O-:36])([O-:37])([O-:38])=[O:39].[Pd+2:51]>>[c:2]1([CH:29]2[CH2:30][CH2:31]2)[cH:3][cH:4][c:5]2[n:6]([cH:7]1)[c:8](-[c:11]1[n:12][c:13]3[c:14]([O:21][Si:22]([CH3:23])([CH3:24])[C:25]([CH3:26])([CH3:27])[CH3:28])[cH:15][cH:16][cH:17][c:18]3[cH:19][cH:20]1)[n:9][n:10]2.